From a dataset of the Open Reaction Database (ORD), a public repository of structured organic reaction records. describe an organic reaction: reactants, conditions, products, and yield The reactants are NC(=O)Nc1sc(-c2ccc(CNC(C(=O)OC3CCCC3)c3ccccc3)cc2)cc1C(N)=O, [Li+], C1CCOC1, [OH-]. The product is NC(=O)Nc1sc(-c2ccc(CNC(C(=O)O)c3ccccc3)cc2)cc1C(N)=O. RXN SMILES: [C:1]([NH2:2])(=[O:3])[c:4]1[cH:5][c:6](-[c:13]2[cH:14][cH:15][c:16]([CH2:17][NH:18][CH:19]([C:20](=[O:21])[O:22][CH:23]3[CH2:24][CH2:25][CH2:26][CH2:27]3)[c:28]3[cH:29][cH:30][cH:31][cH:32][cH:33]3)[cH:34][cH:35]2)[s:7][c:8]1[NH:9][C:10]([NH2:11])=[O:12].[Li+:37].[O:38]1[CH2:39][CH2:40][CH2:41][CH2:42]1.[OH-:36]>>[C:1]([NH2:2])(=[O:3])[c:4]1[cH:5][c:6](-[c:13]2[cH:14][cH:15][c:16]([CH2:17][NH:18][CH:19]([C:20](=[O:21])[OH:22])[c:28]3[cH:29][cH:30][cH:31][cH:32][cH:33]3)[cH:34][cH:35]2)[s:7][c:8]1[NH:9][C:10]([NH2:11])=[O:12]. Reactants: N1CCNCCC1 (Hexahydro-1H-1,4-diazepine), FC1=CC=C2C(=N1)NN=C2C#N (6-Fluoro-1H-pyrazolo[3,4-b]pyridine-3-carbonitrile), O (H2O). Solvent: CN1C(CCC1)=O (N-methylpyrrolidone). Product: N1(CCNCCC1)C1=CC=C2C(=N1)NN=C2C#N (6-(Hexahydro-1H-1,4-diazepin-1-yl)-1H-pyrazolo[3,4-b]pyridine-3-carbonitril). As a reaction SMILES: F[C:2]1[N:7]=[C:6]2[NH:8][N:9]=[C:10]([C:11]#[N:12])[C:5]2=[CH:4][CH:3]=1.[NH:13]1[CH2:19][CH2:18][CH2:17][NH:16][CH2:15][CH2:14]1.O>CN1CCCC1=O>[N:13]1([C:2]2[N:7]=[C:6]3[NH:8][N:9]=[C:10]([C:11]#[N:12])[C:5]3=[CH:4][CH:3]=2)[CH2:19][CH2:18][CH2:17][NH:16][CH2:15][CH2:14]1. Procedure details: 6-Fluoro-1H-pyrazolo[3,4-b]pyridine-3-carbonitrile (1.62 g, 10.0 mmole) was dissolved in 20 mL of N-methylpyrrolidone. Hexahydro-1H-1,4-diazepine (5.0 g, 50.0 mmole) was added and then the reaction mixture was warmed for 2 hours at 80°. It was poured into H2O and then the product was filtered off and recrystallized from MeOH-H2O to give 1.32 g (54.5%) of analytically pure product, mp 196°-197°. The reactants are COc1ccc(Nc2ccc(OCc3ccccc3)cc2)c(C(C)=O)c1, CCO, CC(=O)O. The product is COc1ccc(Nc2ccc(O)cc2)c(C(C)=O)c1. As a reaction SMILES: [CH2:1]([c:2]1[cH:3][cH:4][cH:5][cH:6][cH:7]1)[O:8][c:9]1[cH:10][cH:11][c:12]([NH:15][c:16]2[c:17]([C:24]([CH3:25])=[O:26])[cH:18][c:19]([O:22][CH3:23])[cH:20][cH:21]2)[cH:13][cH:14]1.[CH3:27][CH2:28][OH:29].[CH3:30][C:31](=[O:32])[OH:33]>>[OH:8][c:9]1[cH:10][cH:11][c:12]([NH:15][c:16]2[c:17]([C:24]([CH3:25])=[O:26])[cH:18][c:19]([O:22][CH3:23])[cH:20][cH:21]2)[cH:13][cH:14]1. The reactants are CCCO, COc1ccc(C(C#Cc2ccccc2)CC(=O)O)cc1OC1CCCC1, O=S(=O)(O)O. RXN SMILES: [CH2:28]([CH2:29][CH3:30])[OH:31].[CH:1]1([O:6][c:7]2[cH:8][c:9]([CH:15]([CH2:16][C:17](=[O:18])[OH:19])[C:20]#[C:21][c:22]3[cH:23][cH:24][cH:25][cH:26][cH:27]3)[cH:10][cH:11][c:12]2[O:13][CH3:14])[CH2:2][CH2:3][CH2:4][CH2:5]1.[S:32](=[O:33])(=[O:34])([OH:35])[OH:36]>>[CH:1]1([O:6][c:7]2[cH:8][c:9]([CH:15]([CH2:16][C:17]([O:18][CH2:28][CH2:29][CH3:30])=[O:19])[C:20]#[C:21][c:22]3[cH:23][cH:24][cH:25][cH:26][cH:27]3)[cH:10][cH:11][c:12]2[O:13][CH3:14])[CH2:2][CH2:3][CH2:4][CH2:5]1. Yields the product CCCOC(=O)CC(C#Cc1ccccc1)c1ccc(OC)c(OC2CCCC2)c1. Starting materials: SC1=C(C=CC=C1)C1=CC=CC=C1 (2-mercaptobiphenyl), [H-].[Na+] (sodium hydride), FC(C(C(F)(F)F)(F)F)(F)I (perfluoropropyl iodide). The solvent is CN(C)C=O (DMF). The product is FC(C(SC1=C(C=CC=C1)C1=CC=CC=C1)(F)F)(C(F)(F)F)F (2-(heptafluoropropylthio)biphenyl). The yield is 81.4%. As a reaction SMILES: [SH:1][C:2]1[CH:7]=[CH:6][CH:5]=[CH:4][C:3]=1[C:8]1[CH:13]=[CH:12][CH:11]=[CH:10][CH:9]=1.[H-].[Na+].[F:16][C:17](I)([F:25])[C:18]([F:24])([F:23])[C:19]([F:22])([F:21])[F:20]>CN(C=O)C>[F:23][C:18]([F:24])([C:19]([F:22])([F:21])[F:20])[C:17]([F:25])([F:16])[S:1][C:2]1[CH:7]=[CH:6][CH:5]=[CH:4][C:3]=1[C:8]1[CH:9]=[CH:10][CH:11]=[CH:12][CH:13]=1 |f:1.2|. Reported procedure: To a solution composed of 20 ml of DMF and 2.24 g (12 mmol) of 2-mercaptobiphenyl was added 481 mg (12 mmol) of sodium hydride (60% in oil) little by little under ice cooling and stirring. Then, 1.73 ml (12 mmol) of perfluoropropyl iodide was added dropwise. The temperature of the mixture was slowly elevated to room temperature, and the mixture was stirred for 2 days. The white precipitate formed in the reaction solution was removed by filtration. Water was addd to the filtrate, and the mixture ...